Dataset: the Open Reaction Database (ORD), a public repository of structured organic reaction records. Task: describe an organic reaction: reactants, conditions, products, and yield Reactants: C(CCCCC#C)(=O)O (hept-6-ynoic acid), OC(C(F)(F)F)C1(COC1)CCC (3-(1-hydroxy-2,2,2-trifluoroethyl)-3-n-propyloxetane), C(CCCC#C)C12OC(C(CO1)(CO2)CCC)C(F)(F)F (1-(Hex-5-ynyl)-4-propyl-3-trifluoromethyl-2,6,7-trioxabicyclo[2.2.2]octane). Product: C(CCC#C)C12OC(C(CO1)(CO2)CCC)C(F)(F)F (1-(Pent-4-ynyl)-4-propyl-3-trifluoromethyl-2,6,7-trioxabicyclo[2.2.2]octane). RXN SMILES: C(O)(=O)CCCCC#C.OC(C1(CCC)COC1)C(F)(F)F.[CH2:23]([C:29]12[O:36][CH2:35][C:32]([CH2:37][CH2:38][CH3:39])([CH2:33][O:34]1)[CH:31]([C:40]([F:43])([F:42])[F:41])[O:30]2)[CH2:24][CH2:25][CH2:26][C:27]#C>>[CH2:23]([C:29]12[O:36][CH2:35][C:32]([CH2:37][CH2:38][CH3:39])([CH2:33][O:34]1)[CH:31]([C:40]([F:41])([F:42])[F:43])[O:30]2)[CH2:24][CH2:25][C:26]#[CH:27]. Procedure: In an analogous manner the following compound was prepared from hept-6-ynoic acid and 3-(1-hydroxy-2,2,2-trifluoroethyl)-3-n-propyloxetane: 1-(Hex-5-ynyl)-4-propyl-3-trifluoromethyl-2,6,7-trioxabicyclo[2.2.2]octane.